Dataset: the Open Reaction Database (ORD), a public repository of structured organic reaction records. Task: describe an organic reaction: reactants, conditions, products, and yield The reactants are CC1CCC(O)C1, O, Cc1ccc(S(=O)(=O)Cl)cc1, c1ccncc1. Product: Cc1ccc(S(=O)(=O)OC2CCC(C)C2)cc1. RXN SMILES: [CH3:1][CH:2]1[CH2:3][CH:4]([OH:7])[CH2:5][CH2:6]1.[OH2:25].[c:8]1([CH3:18])[cH:9][cH:10][c:11]([S:14](=[O:15])(=[O:16])[Cl:17])[cH:12][cH:13]1.[cH:19]1[cH:20][cH:21][n:22][cH:23][cH:24]1>>[CH3:1][CH:2]1[CH2:3][CH:4]([O:7][S:14]([c:11]2[cH:10][cH:9][c:8]([CH3:18])[cH:13][cH:12]2)(=[O:15])=[O:16])[CH2:5][CH2:6]1. Starting materials: Cl (hydrogen chloride), [Cl-].C[NH+](C)CCCCC1=CC=C(C=C1)[N+](=O)[O-] (N,N-dimethyl-4-(4-nitrophenyl)butylaminium chloride). Run in C(C)OCC (diethyl ether). Product: CN(C)CCCCC1=CC=C(C=C1)[N+](=O)[O-] (N,N-Dimethyl-4-(4-nitrophenyl)butylamine). As a reaction SMILES: Cl.[Cl-].[CH3:3][NH+:4]([CH2:6][CH2:7][CH2:8][CH2:9][C:10]1[CH:15]=[CH:14][C:13]([N+:16]([O-:18])=[O:17])=[CH:12][CH:11]=1)[CH3:5]>C(OCC)C>[CH3:3][N:4]([CH2:6][CH2:7][CH2:8][CH2:9][C:10]1[CH:11]=[CH:12][C:13]([N+:16]([O-:18])=[O:17])=[CH:14][CH:15]=1)[CH3:5] |f:1.2|. Procedure: The solid thus formed was added portion-wise over one hour to a stirred solution of 275 ml. of a 0.94 molar solution of borane in tetrahydrofuran. Following complete addition of the solid, the reaction mixture was heated at reflux for twelve hours, and then cooled to 0° C. in an ice bath. The reaction mixture was diluted by the dropwise addition of 75 ml. of 2 N hydrochloric acid. The reaction solvent was then removed by evaporation under reduced pressure, and the residue was dissolved in 100 ml... Procedure: Thionyl chloride (5.88 g, 49.4 mmol) was added dropwise to anhydrous methanol (45 mL) at 5° C. The mixture was stirred at this temperature for 30 min. Then 5-fluoro-2-hydroxy-3-nitrobenzoic acid was added to the mixture and the resulting mixture was heated to reflux for 24 hr. Solvent was removed under reduced pressure. The residue was dissolved in ethyl acetate (100 mL), washed with water (100 mL×3), brine (50 mL), dried over anhydrous sodium sulfate and concentrated to give crude product. The ... Reaction conditions: time 30 minute. The yield is 80.0%. The product is FC=1C=C(C(=C(C(=O)OC)C1)O)[N+](=O)[O-] (methyl 5-fluoro-2-hydroxy-3-nitrobenzoate). Reaction SMILES: S(Cl)(Cl)=O.[F:5][C:6]1[CH:7]=[C:8]([N+:16]([O-:18])=[O:17])[C:9]([OH:15])=[C:10]([CH:14]=1)[C:11]([OH:13])=[O:12].[CH3:19]O>>[F:5][C:6]1[CH:7]=[C:8]([N+:16]([O-:18])=[O:17])[C:9]([OH:15])=[C:10]([CH:14]=1)[C:11]([O:13][CH3:19])=[O:12]. The reactants are S(=O)(Cl)Cl (Thionyl chloride), CO (methanol), FC=1C=C(C(=C(C(=O)O)C1)O)[N+](=O)[O-] (5-fluoro-2-hydroxy-3-nitrobenzoic acid). Starting materials: CC1=CC=C(C=C1)S(=O)(=O)[O-].C(C1=CC=CC=C1)OC(CCCCC[NH3+])=O (6-(benzyloxy)-6-oxohexan-1-aminium 4-methylbenzenesulfonate), C(=O)([O-])[O-].[K+].[K+] (K2CO3), O=C1CN(CC(O1)=O)CCC(=O)O (3-(2,6-dioxomorpholin-4-yl)propanoic acid), O (water). Solvent: CN(C)C=O (DMF), CN(C)C=O (DMF). Reaction conditions: temperature 0 celsius, time 2 hour. Yields the product C(C1=CC=CC=C1)OC(CCCCCNC(CN(CC(=O)O)CC(=O)O)=O)=O (2,2′-[(2-{[6-(benzyloxy)-6-oxohexyl]amino}-2-oxoethyl)imino]diacetic acid). Reaction SMILES: CC1C=CC(S([O-])(=O)=O)=CC=1.[CH2:12]([O:19][C:20](=[O:27])[CH2:21][CH2:22][CH2:23][CH2:24][CH2:25][NH3+:26])[C:13]1[CH:18]=[CH:17][CH:16]=[CH:15][CH:14]=1.[C:28]([O-:31])([O-:30])=O.[K+].[K+].[O:34]=[C:35]1[O:40][C:39](=[O:41])[CH2:38][N:37]([CH2:42]CC(O)=O)[CH2:36]1.O>CN(C=O)C>[CH2:12]([O:19][C:20](=[O:27])[CH2:21][CH2:22][CH2:23][CH2:24][CH2:25][NH:26][C:39](=[O:41])[CH2:38][N:37]([CH2:36][C:35]([OH:40])=[O:34])[CH2:42][C:28]([OH:31])=[O:30])[C:13]1[CH:18]=[CH:17][CH:16]=[CH:15][CH:14]=1 |f:0.1,2.3.4|. Procedure: To a solution of 6-(benzyloxy)-6-oxohexan-1-aminium 4-methylbenzenesulfonate (2.0 g, 5.08 mmol) in DMF (10 mL) at 0° C. was added K2CO3 (738 mg, 5.34 mmol). After stirring at 0° C. for 2 hr, the supernant of the reaction mixture was added to a solution of 3-(2,6-dioxomorpholin-4-yl)propanoic acid (1.10 g, 6.35 mmol) in DMF (10 mL) at 0° C. After stirring at 0° C. for 30 min, the reaction mixture was allowed to stir at rt for 1 hr and then cooled down to 0° C. followed by the addition of water (1... Starting materials: O=C(n1ccnc1)n1ccnc1, COC(=O)c1ccc2c(c1)CC(C)(C)C(c1cccc(C(=O)O)c1)N2, CCOC(C)=O, C1CCC2=NCCCN2CC1, C1CCOC1, NS(=O)(=O)c1ccccc1. Yields the product COC(=O)c1ccc2c(c1)CC(C)(C)C(c1cccc(C(=O)NS(=O)(=O)c3ccccc3)c1)N2. RXN SMILES: [C:26]([n:27]1[cH:28][cH:29][n:30][cH:31]1)([n:32]1[cH:33][cH:34][n:35][cH:36]1)=[O:37].[CH3:1][O:2][C:3](=[O:4])[c:5]1[cH:6][c:7]2[c:12]([cH:13][cH:14]1)[NH:11][CH:10]([c:15]1[cH:16][c:17]([C:18](=[O:19])[OH:20])[cH:21][cH:22][cH:23]1)[C:9]([CH3:24])([CH3:25])[CH2:8]2.[CH3:64][CH2:65][O:66][C:67](=[O:68])[CH3:69].[N:48]12[CH2:49][CH2:50][CH2:51][N:52]=[C:53]1[CH2:54][CH2:55][CH2:56][CH2:57][CH2:58]2.[O:59]1[CH2:60][CH2:61][CH2:62][CH2:63]1.[c:38]1([S:44](=[O:45])(=[O:46])[NH2:47])[cH:39][cH:40][cH:41][cH:42][cH:43]1>>[CH3:1][O:2][C:3](=[O:4])[c:5]1[cH:6][c:7]2[c:12]([cH:13][cH:14]1)[NH:11][CH:10]([c:15]1[cH:16][c:17]([C:18](=[O:20])[NH:47][S:44]([c:38]3[cH:39][cH:40][cH:41][cH:42][cH:43]3)(=[O:45])=[O:46])[cH:21][cH:22][cH:23]1)[C:9]([CH3:24])([CH3:25])[CH2:8]2. The reactants are ClC1=CC2=C(N=C(S2)NC)C=C1 (6-chloro-N-methylbenzo[d]thiazol-2-amine), ClS(=O)(=O)O (chlorosulfonic acid). The product is ClC=1C=C2C(N=C(S2)NC)=C(C1)S(=O)(=O)Cl (6-chloro-2-(methylamino)benzo[d]thiazole-4-sulfonyl chloride). Reaction SMILES: [Cl:1][C:2]1[CH:12]=[CH:11][C:5]2[N:6]=[C:7]([NH:9][CH3:10])[S:8][C:4]=2[CH:3]=1.[Cl:13][S:14](O)(=[O:16])=[O:15]>>[Cl:1][C:2]1[CH:3]=[C:4]2[S:8][C:7]([NH:9][CH3:10])=[N:6][C:5]2=[C:11]([S:14]([Cl:13])(=[O:16])=[O:15])[CH:12]=1. Reported procedure: A solution of 6-chloro-N-methylbenzo[d]thiazol-2-amine (500 mg, 2.53 mmol) in chlorosulfonic acid (5 mL) was stirred at 130° C. overnight. The solution was allowed to cool and slowly added to a large excess of ice. The aqueous layer was extracted with EtOAc (3×50 mL). The combined organic layers were washed with brine, dried over Na2SO4 and concentrated under reduced pressure. The residue was purified by chorography (silica gel) eluting with PE/EA=1:1 to get the title compound. 1H NMR (CHLOROFOR... The reactants are O=C1N(C(C2=CC=CC=C12)=O)CC(CC1=CC=CC=C1)N(S(=O)(=O)C1=C(C=CC=C1)OC)CC1=C(C(=O)OC)C=CC=C1 (Methyl 2-((N-(1-(1,3-dioxoisoindolin-2-yl)-3-phenylpropan-2-yl)-2-methoxyphenyl-sulfonamido)methyl)benzoate), [OH-].[Na+] (NaOH), Cl (HCl). Solvent: O (H2O), CO (MeOH). The product is O=C1N(C(C2=CC=CC=C12)=O)CC(CC1=CC=CC=C1)N(S(=O)(=O)C1=C(C=CC=C1)OC)CC1=C(C(=O)O)C=CC=C1 (2-((N-(1-(1,3-Dioxoisoindolin-2-yl)-3-phenylpropan-2-yl)-2-methoxyphenylsulfonamido)methyl)benzoic acid). Isolated yield 80.5%. Reaction SMILES: [O:1]=[C:2]1[C:10]2[C:5](=[CH:6][CH:7]=[CH:8][CH:9]=2)[C:4](=[O:11])[N:3]1[CH2:12][CH:13]([N:21]([CH2:33][C:34]1[CH:43]=[CH:42][CH:41]=[CH:40][C:35]=1[C:36]([O:38]C)=[O:37])[S:22]([C:25]1[CH:30]=[CH:29][CH:28]=[CH:27][C:26]=1[O:31][CH3:32])(=[O:24])=[O:23])[CH2:14][C:15]1[CH:20]=[CH:19][CH:18]=[CH:17][CH:16]=1.[OH-].[Na+].Cl>O.CO>[O:11]=[C:4]1[C:5]2[C:10](=[CH:9][CH:8]=[CH:7][CH:6]=2)[C:2](=[O:1])[N:3]1[CH2:12][CH:13]([N:21]([CH2:33][C:34]1[CH:43]=[CH:42][CH:41]=[CH:40][C:35]=1[C:36]([OH:38])=[O:37])[S:22]([C:25]1[CH:30]=[CH:29][CH:28]=[CH:27][C:26]=1[O:31][CH3:32])(=[O:24])=[O:23])[CH2:14][C:15]1[CH:16]=[CH:17][CH:18]=[CH:19][CH:20]=1 |f:1.2|. Procedure: To the solution of compound 2d (100 mg, 0.17 mmol) in H2O (2 mL) and MeOH (10 mL) was added aqueous NaOH (33 mg, 0.84 mmol). The resulting mixture was heated to reflux for 2 hr. Then the mixture was cooled to rt and acidified to pH=3 with 3.5N aqueous HCl, concentrated in vacuo to remove the volatile solvent. The resulting mixture was extracted with EA (2×30 mL). The organic extracts were combined and dried over anhydrous Na2SO4, concentrated in vacuo to give compound 2e as a white solid (80 mg,...